This data is from the Open Reaction Database (ORD), a public repository of structured organic reaction records. The task is: describe an organic reaction: reactants, conditions, products, and yield Starting materials: O=C(O)C(=O)O, OCCO, COC(=O)C1(Nc2cccc(OC)c2)CCN(CCc2ccccc2)CC1, Cl, [K+], [Na+], [OH-], [OH-], O. Yields the product COc1cccc(NC2(C(=O)O)CCN(CCc3ccccc3)CC2)c1. As a reaction SMILES: [C:1]([OH:2])(=[O:3])[C:4]([OH:5])=[O:6].[CH2:40]([OH:41])[CH2:42][OH:43].[CH3:7][O:8][c:9]1[cH:10][c:11]([NH:15][C:16]2([C:30](=[O:31])[O:32][CH3:33])[CH2:17][CH2:18][N:19]([CH2:22][CH2:23][c:24]3[cH:25][cH:26][cH:27][cH:28][cH:29]3)[CH2:20][CH2:21]2)[cH:12][cH:13][cH:14]1.[ClH:36].[K+:35].[Na+:38].[OH-:34].[OH-:37].[OH2:39]>>[CH3:7][O:8][c:9]1[cH:10][c:11]([NH:15][C:16]2([C:30](=[O:31])[OH:32])[CH2:17][CH2:18][N:19]([CH2:22][CH2:23][c:24]3[cH:25][cH:26][cH:27][cH:28][cH:29]3)[CH2:20][CH2:21]2)[cH:12][cH:13][cH:14]1. Reactants: ClCCl, O=C(Cl)c1ccc(F)cc1, Nc1ccc(Cl)cc1C(=O)Nc1ccc(Cl)cn1, O, c1ccncc1. The product is O=C(Nc1ccc(Cl)cc1C(=O)Nc1ccc(Cl)cn1)c1ccc(F)cc1. Reaction SMILES: [CH2:30]([Cl:31])[Cl:32].[F:19][c:20]1[cH:21][cH:22][c:23]([C:24](=[O:25])[Cl:26])[cH:27][cH:28]1.[NH2:1][c:2]1[c:3]([C:4](=[O:5])[NH:6][c:7]2[n:8][cH:9][c:10]([Cl:13])[cH:11][cH:12]2)[cH:14][c:15]([Cl:18])[cH:16][cH:17]1.[OH2:29].[cH:33]1[cH:34][cH:35][n:36][cH:37][cH:38]1>>[NH:1]([c:2]1[c:3]([C:4](=[O:5])[NH:6][c:7]2[n:8][cH:9][c:10]([Cl:13])[cH:11][cH:12]2)[cH:14][c:15]([Cl:18])[cH:16][cH:17]1)[C:24]([c:23]1[cH:22][cH:21][c:20]([F:19])[cH:28][cH:27]1)=[O:25]. Starting materials: CCOC(C)=O, CC(=O)O, CC=Cc1cccc(Sc2ccccc2Cl)c1O, O=[O+][O-]. The product is O=Cc1cccc(Sc2ccccc2Cl)c1O. RXN SMILES: [CH3:22][CH2:23][O:24][C:25](=[O:26])[CH3:27].[CH3:28][C:29](=[O:30])[OH:31].[Cl:4][c:5]1[c:6]([S:11][c:12]2[c:13]([OH:21])[c:14]([CH:18]=[CH:19][CH3:20])[cH:15][cH:16][cH:17]2)[cH:7][cH:8][cH:9][cH:10]1.[O-:1][O+:2]=[O:3]>>[O:1]=[CH:18][c:14]1[c:13]([OH:21])[c:12]([S:11][c:6]2[c:5]([Cl:4])[cH:10][cH:9][cH:8][cH:7]2)[cH:17][cH:16][cH:15]1. Starting materials: C(C1=CC=CC=C1)SC=1C=C(C(=O)OCC)C=C(C1Cl)S(N)(=O)=O (ethyl 3-benzylthio-4-chloro-5-sulfamylbenzoate), C1(=CC=CC=C1)S (thiophenol), C1(=CC=CC=C1)[S-].[Na+] (sodium thiophenolate). The solvent is C(C)O (ethanol). Yields the product C(C1=CC=CC=C1)SC=1C=C(C(=O)OCC)C=C(C1SC1=CC=CC=C1)S(N)(=O)=O (ethyl 3-benzylthio-4-phenylthio-5-sulfamylbenzoate). RXN SMILES: [CH2:1]([S:8][C:9]1[CH:10]=[C:11]([CH:17]=[C:18]([S:21](=[O:24])(=[O:23])[NH2:22])[C:19]=1Cl)[C:12]([O:14][CH2:15][CH3:16])=[O:13])[C:2]1[CH:7]=[CH:6][CH:5]=[CH:4][CH:3]=1.[C:25]1([SH:31])[CH:30]=[CH:29][CH:28]=[CH:27][CH:26]=1.C1([S-])C=CC=CC=1.[Na+]>C(O)C>[CH2:1]([S:8][C:9]1[CH:10]=[C:11]([CH:17]=[C:18]([S:21](=[O:24])(=[O:23])[NH2:22])[C:19]=1[S:31][C:25]1[CH:30]=[CH:29][CH:28]=[CH:27][CH:26]=1)[C:12]([O:14][CH2:15][CH3:16])=[O:13])[C:2]1[CH:7]=[CH:6][CH:5]=[CH:4][CH:3]=1 |f:2.3|. Procedure details: A mixture of ethyl 3-benzylthio-4-chloro-5-sulfamylbenzoate (0.77 g), thiophenol (0.36 ml), and dry ethanol (15 ml) containing 3 millimoles of sodium thiophenolate is refluxed for 20 hours. After cooling the precipitate is collected by filtration to yield ethyl 3-benzylthio-4-phenylthio-5-sulfamylbenzoate with a melting point of 151°- 152° C. As a reaction SMILES: [S:1]1[CH:5]=[CH:4][CH:3]=[C:2]1[CH2:6][C:7]([NH:9][CH:10]1[C:31](=[O:32])[N:12]2[C:13]([C:18]([O:20][CH2:21][C:22]3[CH:27]=[CH:26][C:25]([N+:28]([O-:30])=[O:29])=[CH:24][CH:23]=3)=[O:19])=[C:14](O)[CH2:15][S:16][C@H:11]12)=[O:8].P(Cl)(Cl)[Cl:34]>CN(C=O)C>[S:1]1[CH:5]=[CH:4][CH:3]=[C:2]1[CH2:6][C:7]([NH:9][CH:10]1[C:31](=[O:32])[N:12]2[C:13]([C:18]([O:20][CH2:21][C:22]3[CH:27]=[CH:26][C:25]([N+:28]([O-:30])=[O:29])=[CH:24][CH:23]=3)=[O:19])=[C:14]([Cl:34])[CH2:15][S:16][C@H:11]12)=[O:8]. Reported procedure: Alternatively, the 3-hydroxy-3-cephem esters prepared via the reduction of a sulfoxide compound of the formula I can be reacted with phosphorus trichloride is DMF to effect chlorination of the 3-hydroxy group and provide a 3-chloro-3-cephem ester. For example, 4-nitrobenzyl 7-[2-(2-thienyl)acetamido]-3-hydroxy-3-cephem-4-carboxylate is reacted with phosphorus trichloride in DMF to yield 4-nitrobenzyl 7-[2-(2-thienyl)acetamido]-3-chloro-3-cephem-4-carboxylate. Cleavage of the 4-nitrobenzyl ester ... Run in CN(C)C=O (DMF). The reactants are S1C(=CC=C1)CC(=O)NC1[C@@H]2N(C(=C(CS2)O)C(=O)OCC2=CC=C(C=C2)[N+](=O)[O-])C1=O (4-nitrobenzyl 7-[2-(2-thienyl)acetamido]-3-hydroxy-3-cephem-4-carboxylate), P(Cl)(Cl)Cl (phosphorus trichloride). The product is S1C(=CC=C1)CC(=O)NC1[C@@H]2N(C(=C(CS2)Cl)C(=O)OCC2=CC=C(C=C2)[N+](=O)[O-])C1=O (4-nitrobenzyl 7-[2-(2-thienyl)acetamido]-3-chloro-3-cephem-4-carboxylate). Reactants: CC1=C(C(=O)O)C(=CC(=C1)OC)OC (2-methyl-4,6-dimethoxy benzoic acid), C(C(=O)Cl)(=O)Cl (oxalyl chloride), Cl.CN (methyl amine hydrochloride). Run in C(Cl)Cl (CH2Cl2). Run at time 16 hour. The product is OC1=CC=C(C=C1)C=1NC(C2=C(C=C(C=C2C1)OC)OC)=O (3-(4-hydroxyphenyl)-6,8-dimethoxyisoquinolin-1(2H)-one). Isolated yield 61.2%. Reaction SMILES: [CH3:1][C:2]1[CH:10]=[C:9]([O:11][CH3:12])[CH:8]=[C:7]([O:13][CH3:14])[C:3]=1[C:4]([OH:6])=O.[C:15](Cl)(=[O:19])[C:16](Cl)=O.Cl.[CH3:22][NH2:23]>C(Cl)Cl>[OH:19][C:15]1[CH:16]=[CH:4][C:3]([C:22]2[NH:23][C:4](=[O:6])[C:3]3[C:2]([CH:1]=2)=[CH:10][C:9]([O:11][CH3:12])=[CH:8][C:7]=3[O:13][CH3:14])=[CH:2][CH:1]=1 |f:2.3|. Procedure details: To a suspension of 2-methyl-4,6-dimethoxy benzoic acid (2.8 g, 14.3 mmol) in CH2Cl2 (30 mL), oxalyl chloride (3.62 g, 28.5 mmol) was added and the mixture was stirred at room temperature for 16 h. The solvent and excess oxalyl chloride were removed at reduced pressure. The solid was dissolved in CH2Cl2 (10 mL) and methyl amine hydrochloride (1.33 g, 42.81 mmol) was added on cooling and the mixture was stirred at room temperature for 4 h. The solvent was removed and the crude product was purified... Starting materials: NC1=C(C(=NC=N1)OCCO)C1=CC=C(C=C1)C (2-{6-amino-5-(4-methylphenyl)pyrimidin-4-yloxy}-ethanol), [H-].[Na+] (sodium hydride), [Cl-].[NH4+] (ammonium chloride), BrC=1C=NC(=NC1)Cl (5-bromo-2-chloropyrimidine). Run in O1CCCC1 (tetrahydrofuran). Reaction conditions: time 8 hour. Product: BrC=1C=NC(=NC1)OCCOC1=C(C(=NC=N1)N)C1=CC=C(C=C1)C (6-[2-(5-bromopyrimidin-2-yloxy)ethoxy]-5-(4-methylphenyl)pyrimidin-4-amine). The yield is 91.1%. RXN SMILES: [NH2:1][C:2]1[N:7]=[CH:6][N:5]=[C:4]([O:8][CH2:9][CH2:10][OH:11])[C:3]=1[C:12]1[CH:17]=[CH:16][C:15]([CH3:18])=[CH:14][CH:13]=1.[H-].[Na+].[Br:21][C:22]1[CH:23]=[N:24][C:25](Cl)=[N:26][CH:27]=1.[Cl-].[NH4+]>O1CCCC1>[Br:21][C:22]1[CH:23]=[N:24][C:25]([O:11][CH2:10][CH2:9][O:8][C:4]2[N:5]=[CH:6][N:7]=[C:2]([NH2:1])[C:3]=2[C:12]2[CH:17]=[CH:16][C:15]([CH3:18])=[CH:14][CH:13]=2)=[N:26][CH:27]=1 |f:1.2,4.5|. Procedure details: To a solution of 2-{6-amino-5-(4-methylphenyl)pyrimidin-4-yloxy}-ethanol (7.54 g) in tetrahydrofuran (150 ml) is added sodium hydride (60% dispersion-type, 1.47 g), and thereto is added 5-bromo-2-chloropyrimidine (7.73 g), and the mixture is stirred at room temperature overnight. To the reaction solution is added saturated aqueous ammonium chloride solution, and the mixture is evaporated to remove the solvent. The precipitated crystals are collected by filtration, washed and dried. The crude cry... Reactants: S(=O)(=O)([O-])[O-].[Na+].[Na+] (sodium sulfate), S(=O)(=O)([O-])[O-].[Na+].[Na+] (sodium sulfate), product, C1(CCCCC1)NC1=C(C#N)C(=CC=C1)C1=CC=CC=C1 (2-cyclohexylamino-6-phenylbenzonitrile), [H-].[Al+3].[Li+].[H-].[H-].[H-] (Lithium aluminum hydride). The product is C1(CCCCC1)NC1=C(CN)C(=CC=C1)C1=CC=CC=C1 (2-Cyclohexylamino-6-(phenyl)benzylamine). Reaction SMILES: [CH:1]1([NH:7][C:8]2[CH:15]=[CH:14][CH:13]=[C:12]([C:16]3[CH:21]=[CH:20][CH:19]=[CH:18][CH:17]=3)[C:9]=2[C:10]#[N:11])[CH2:6][CH2:5][CH2:4][CH2:3][CH2:2]1.[H-].[Al+3].[Li+].[H-].[H-].[H-].S([O-])([O-])(=O)=O.[Na+].[Na+]>O1CCCC1>[CH:1]1([NH:7][C:8]2[CH:15]=[CH:14][CH:13]=[C:12]([C:16]3[CH:21]=[CH:20][CH:19]=[CH:18][CH:17]=3)[C:9]=2[CH2:10][NH2:11])[CH2:2][CH2:3][CH2:4][CH2:5][CH2:6]1 |f:1.2.3.4.5.6,7.8.9|. Solvent: O1CCCC1 (tetrahydrofuran). Procedure details: The product of example 1b above, 2-cyclohexylamino-6-phenylbenzonitrile, (0.095 g, 0.34 mmol) was dissolved in dry tetrahydrofuran (20 mL) and stirred under argon at room temperature. Lithium aluminum hydride (0.136 g, 3.4 mmol) was added and the mixture heated to reflux under argon for 9 hours. The reaction mixture was cooled to room temperature and anhydrous sodium sulfate was added followed by the addition of a freshly prepared saturated solution of anhydrous sodium sulfate. The solvent was e...